From a dataset of the Open Reaction Database (ORD), a public repository of structured organic reaction records. describe an organic reaction: reactants, conditions, products, and yield The reactants are C(C=C)OCC1=CC=C(C=C1)C1=CC=C(C=C1)CN1C(OC2(C1)CCCCC2)=O (3-(4′-Allyloxymethyl-biphenyl-4-ylmethyl)-1-oxa-3-aza-spiro[4.5]decan-2-one), C(Cl)Cl.CO (DCM methanol), NC(=S)N (Thiourea). The solvent is C(=O)=O.CC(=O)C (dry ice acetone). Conditions: time 0.5 hour. Product: O=C1OC2(CN1CC1=CC=C(C=C1)C1=CC=C(C=C1)COCC=O)CCCCC2 ([4′-(2-Oxo-1-oxa-3-aza-spiro[4.5]dec-3-ylmethyl)-biphenyl-4-yl methoxy]-acetaldehyde). Isolated yield 41.0%. As a reaction SMILES: [CH2:1]([O:4][CH2:5][C:6]1[CH:11]=[CH:10][C:9]([C:12]2[CH:17]=[CH:16][C:15]([CH2:18][N:19]3[CH2:23][C:22]4([CH2:28][CH2:27][CH2:26][CH2:25][CH2:24]4)[O:21][C:20]3=[O:29])=[CH:14][CH:13]=2)=[CH:8][CH:7]=1)[CH:2]=C.NC(N)=S.C(Cl)Cl.C[OH:38]>C(=O)=O.CC(C)=O>[O:29]=[C:20]1[N:19]([CH2:18][C:15]2[CH:14]=[CH:13][C:12]([C:9]3[CH:8]=[CH:7][C:6]([CH2:5][O:4][CH2:1][CH:2]=[O:38])=[CH:11][CH:10]=3)=[CH:17][CH:16]=2)[CH2:23][C:22]2([CH2:28][CH2:27][CH2:26][CH2:25][CH2:24]2)[O:21]1 |f:2.3,4.5|. Procedure details: 3-(4′-Allyloxymethyl-biphenyl-4-ylmethyl)-1-oxa-3-aza-spiro[4.5]decan-2-one (200 mg, 0.51 mmol) was dissolved in DCM/methanol (4:1, 7.5 mL) and was cooled to −78° C. in dry ice-acetone bath. O3 was bubbled through the solution for 15 min. Thin layer chromatography (TLC) confirmed the completion of the reaction at this stage. Thiourea was added to the reaction mixture and stirred at low temperature for 0.5 hr. The cooling bath was removed and the reaction mixture was allowed to warm to room tempe... The reactants are CC(C)(C)[Si](C)(C)Oc1ccc2c(c1)OCCC(c1ccccc1O)=C2C(O)c1ccc(OCCN2CCCCC2)cc1, Cc1ccccc1, Cl. Yields the product CC(C)(C)[Si](C)(C)Oc1ccc2c(c1)OCCC1=C2C(c2ccc(OCCN3CCCCC3)cc2)Oc2ccccc21. Reaction SMILES: [C:1]([CH3:2])([CH3:3])([CH3:4])[Si:5]([O:6][c:7]1[cH:8][cH:9][c:10]2[c:11]([cH:41]1)[O:12][CH2:13][CH2:14][C:15]([c:34]1[c:35]([OH:40])[cH:36][cH:37][cH:38][cH:39]1)=[C:16]2[CH:17]([c:18]1[cH:19][cH:20][c:21]([O:24][CH2:25][CH2:26][N:27]2[CH2:28][CH2:29][CH2:30][CH2:31][CH2:32]2)[cH:22][cH:23]1)[OH:33])([CH3:42])[CH3:43].[CH3:45][c:46]1[cH:47][cH:48][cH:49][cH:50][cH:51]1.[ClH:44]>>[C:1]([CH3:2])([CH3:3])([CH3:4])[Si:5]([O:6][c:7]1[cH:8][cH:9][c:10]2[c:11]([cH:41]1)[O:12][CH2:13][CH2:14][C:15]1=[C:16]2[CH:17]([c:18]2[cH:19][cH:20][c:21]([O:24][CH2:25][CH2:26][N:27]3[CH2:28][CH2:29][CH2:30][CH2:31][CH2:32]3)[cH:22][cH:23]2)[O:33][c:35]2[c:34]1[cH:39][cH:38][cH:37][cH:36]2)([CH3:42])[CH3:43].